From a dataset of the Open Reaction Database (ORD), a public repository of structured organic reaction records. describe an organic reaction: reactants, conditions, products, and yield Starting materials: CCCO, Cl, [K+], O=C(Oc1ccccc1)N1Cc2ccccc2C2(Cc3ccccc3O2)C1, [OH-], O. The product is Cl, c1ccc2c(c1)CC1(CNCc3ccccc31)O2. RXN SMILES: [CH2:31]([OH:32])[CH2:33][CH3:34].[ClH:30].[K+:29].[O:1]([C:2](=[O:3])[N:10]1[CH2:11][c:12]2[cH:13][cH:14][cH:15][cH:16][c:17]2[C:18]2([O:19][c:20]3[c:21]([cH:23][cH:24][cH:25][cH:26]3)[CH2:22]2)[CH2:27]1)[c:4]1[cH:5][cH:6][cH:7][cH:8][cH:9]1.[OH-:28].[OH2:35]>>[ClH:30].[NH:10]1[CH2:11][c:12]2[cH:13][cH:14][cH:15][cH:16][c:17]2[C:18]2([O:19][c:20]3[c:21]([cH:23][cH:24][cH:25][cH:26]3)[CH2:22]2)[CH2:27]1. Product: CCC(CO)Nc1cc(C)nc(Oc2c(C)cc(Cl)cc2C)c1C(=O)OC. The reactants are COC(=O)c1c(Cl)cc(C)nc1Oc1c(C)cc(Cl)cc1C, CN1CCCC1=O, CCOC(C)=O, CCC(N)CO. RXN SMILES: [CH3:1][O:2][C:3]([c:4]1[c:5]([O:12][c:13]2[c:14]([CH3:21])[cH:15][c:16]([Cl:20])[cH:17][c:18]2[CH3:19])[n:6][c:7]([CH3:11])[cH:8][c:9]1[Cl:10])=[O:22].[CH3:29][N:30]1[CH2:31][CH2:32][CH2:33][C:34]1=[O:35].[CH3:36][CH2:37][O:38][C:39](=[O:40])[CH3:41].[NH2:23][CH:24]([CH2:25][OH:26])[CH2:27][CH3:28]>>[CH3:1][O:2][C:3]([c:4]1[c:5]([O:12][c:13]2[c:14]([CH3:21])[cH:15][c:16]([Cl:20])[cH:17][c:18]2[CH3:19])[n:6][c:7]([CH3:11])[cH:8][c:9]1[NH:23][CH:24]([CH2:25][OH:26])[CH2:27][CH3:28])=[O:22]. Starting materials: C([O-])([O-])=O.[Na+].[Na+] (sodium carbonate), ClC=1C(C(=C(C(C1Cl)=O)C#N)C#N)=O (2,3-dichloro-5,6-dicyano-1,4-benzoquinone), S1C2=C(C=C1)C(=CC=C2)N2CCN(CC2)CCCCOC2=CC=C1CCC(N(C1=C2)COC(CCCCCCCCCCC)=O)=O (dodecanoic acid 7-[4-(4-benzo[b]thiophen-4-ylpiperazin-1-yl)butoxy]-2-oxo-3,4-dihydro-2H-quinolin-1-ylmethyl ester), FC(C(=O)O)(F)F (trifluoroacetic acid). Solvent: O (water), C1CCOC1 (THF), C1CCOC1 (THF). Run at time 3 day. The product is S1C2=C(C=C1)C(=CC=C2)N2CCN(CC2)CCCCOC2=CC=C1C=CC(N(C1=C2)COC(CCCCCCCCCCC)=O)=O (dodecanoic acid 7-[4-(4-benzo[b]thiophen-4-ylpiperazin-1-yl)butoxy]-2-oxo-2H-quinolin-1-ylmethyl ester). The yield is 33.4%. RXN SMILES: [S:1]1[CH:5]=[CH:4][C:3]2[C:6]([N:10]3[CH2:15][CH2:14][N:13]([CH2:16][CH2:17][CH2:18][CH2:19][O:20][C:21]4[CH:30]=[C:29]5[C:24]([CH2:25][CH2:26][C:27](=[O:46])[N:28]5[CH2:31][O:32][C:33](=[O:45])[CH2:34][CH2:35][CH2:36][CH2:37][CH2:38][CH2:39][CH2:40][CH2:41][CH2:42][CH2:43][CH3:44])=[CH:23][CH:22]=4)[CH2:12][CH2:11]3)=[CH:7][CH:8]=[CH:9][C:2]1=2.FC(F)(F)C(O)=O.ClC1C(=O)C(C#N)=C(C#N)C(=O)C=1Cl.C(=O)([O-])[O-].[Na+].[Na+]>C1COCC1.O>[S:1]1[CH:5]=[CH:4][C:3]2[C:6]([N:10]3[CH2:11][CH2:12][N:13]([CH2:16][CH2:17][CH2:18][CH2:19][O:20][C:21]4[CH:30]=[C:29]5[C:24]([CH:25]=[CH:26][C:27](=[O:46])[N:28]5[CH2:31][O:32][C:33](=[O:45])[CH2:34][CH2:35][CH2:36][CH2:37][CH2:38][CH2:39][CH2:40][CH2:41][CH2:42][CH2:43][CH3:44])=[CH:23][CH:22]=4)[CH2:14][CH2:15]3)=[CH:7][CH:8]=[CH:9][C:2]1=2 |f:3.4.5|. Procedure: To a solution (5 ml) of dodecanoic acid 7-[4-(4-benzo[b]thiophen-4-ylpiperazin-1-yl)butoxy]-2-oxo-3,4-dihydro-2H-quinolin-1-ylmethyl ester (150 mg) synthesized in the same manner as in Example 21 in THF was added trifluoroacetic acid (TFA) (0.11 ml), then to a solution (3 ml) of 2,3-dichloro-5,6-dicyano-1,4-benzoquinone (DDQ) (0.27 g) in THF was added, and the mixture was stirred at room temperature for 3 days. To the reaction mixture were added water and sodium carbonate, and the mixture was ex... Starting materials: O=C(c1ccccc1[N+](=O)[O-])C1CC1, [H][H]. Product: Nc1ccccc1C(=O)C1CC1. Reaction SMILES: [CH:1]1([C:4](=[O:5])[c:6]2[c:7]([N+:12]([O-:13])=[O:14])[cH:8][cH:9][cH:10][cH:11]2)[CH2:2][CH2:3]1.[H:15][H:16]>>[CH:1]1([C:4](=[O:5])[c:6]2[c:7]([NH2:12])[cH:8][cH:9][cH:10][cH:11]2)[CH2:2][CH2:3]1. Starting materials: ClCC1=NC2=CC=CC=C2C(=N1)N(C)C1=CC=C(C=C1)OC ((2-chloromethyl-quinazolin-4-yl)-(4-methoxy-phenyl)-methyl-amine), [C-]#N.[Na+] (NaCN). Solvent: CS(=O)C (DMSO). Conditions: temperature 120 celsius. The product is COC1=CC=C(C=C1)N(C1=NC(=NC2=CC=CC=C12)CC#N)C ({4-[(4-Methoxy-phenyl)-methyl-amino]-quinazolin-2-yl}-acetonitrile). As a reaction SMILES: Cl[CH2:2][C:3]1[N:12]=[C:11]([N:13]([C:15]2[CH:20]=[CH:19][C:18]([O:21][CH3:22])=[CH:17][CH:16]=2)[CH3:14])[C:10]2[C:5](=[CH:6][CH:7]=[CH:8][CH:9]=2)[N:4]=1.[C-:23]#[N:24].[Na+]>CS(C)=O>[CH3:22][O:21][C:18]1[CH:19]=[CH:20][C:15]([N:13]([CH3:14])[C:11]2[C:10]3[C:5](=[CH:6][CH:7]=[CH:8][CH:9]=3)[N:4]=[C:3]([CH2:2][C:23]#[N:24])[N:12]=2)=[CH:16][CH:17]=1 |f:1.2|. Reported procedure: A mixture of (2-chloromethyl-quinazolin-4-yl)-(4-methoxy-phenyl)-methyl-amine (50 mg, 0.14 mmol) and NaCN (21 mg, 0.43 mmol) in DMSO was heated by microwave for 10 min at 120° C. The reaction was quenched with H2O, diluted with EtOAc and the layers separated. The aqueous phase was extracted with EtOAc (2×5 mL), washed with brine, filtered over Na2SO4 and concentrated. Purification by gradient MPLC (SiO2, EtOAc/hexanes, 0-50%) gave the desired compound. 1H NMR (CDCl3) δ 7.74 (d, 1H), 7.56 (m, 1H)... Starting materials: NC1=C(C(=O)C2=C(C=CC=C2)OC)C=C(C=C1)Cl (2-amino-5-chloro-2'-methoxybenzophenone), C([O-])(O)=O.[Na+] (sodium bicarbonate). The solvent is Br (hydrogen bromide). The product is NC1=C(C(=O)C2=C(C=CC=C2)O)C=C(C=C1)Cl (2-amino-5-chloro-2'-hydroxybenzophenone). Yield: 93.4%. RXN SMILES: [NH2:1][C:2]1[CH:17]=[CH:16][C:15]([Cl:18])=[CH:14][C:3]=1[C:4]([C:6]1[CH:11]=[CH:10][CH:9]=[CH:8][C:7]=1[O:12]C)=[O:5].C(=O)(O)[O-].[Na+]>Br>[NH2:1][C:2]1[CH:17]=[CH:16][C:15]([Cl:18])=[CH:14][C:3]=1[C:4]([C:6]1[CH:11]=[CH:10][CH:9]=[CH:8][C:7]=1[OH:12])=[O:5] |f:1.2|. Reported procedure: A mixture of 2.15 g of 2-amino-5-chloro-2'-methoxybenzophenone and 20 ml of 47% hydrogen bromide was heated for 1 hour under reflux. The solution was rendered neutral with sodium bicarbonate, and subjected to extraction with 100 ml of ethyl acetate. The extract solution was washed with water and dried over anhydrous magnesium sulfate; the solvent was then distilled off under reduced pressure. The residue was purified by means of silica gel column chromatography (eluent, hexane:ethyl acetate=10:1... Reactants: Cl (hydrochloric acid), [N+](=O)([O-])C1=CC=2CC3=NC=CC=C3C2C=C1 (7-nitro-9H-indeno[2,1-b]pyridine). The reagents and catalysts are O=[Pt]=O (PtO2), [Pd] (palladium on carbon). The solvent is CO (methanol). Conditions: time 22 hour. The product is N1[C@@H]2[C@H](CCC1)C=1C=CC(=CC1C2)N (cis-2,3,4,4a,9,9a-hexahydro-1H-indeno[2,1-b]pyridin-7-ylamine), Cl (hydrochloric acid). Reaction SMILES: [N+:1]([C:4]1[CH:16]=[CH:15][C:14]2[C:13]3[C:8](=[N:9][CH:10]=[CH:11][CH:12]=3)[CH2:7][C:6]=2[CH:5]=1)([O-])=O.[ClH:17]>[Pd].O=[Pt]=O.CO>[NH:9]1[CH2:10][CH2:11][CH2:12][C@@H:13]2[C:14]3[CH:15]=[CH:16][C:4]([NH2:1])=[CH:5][C:6]=3[CH2:7][C@H:8]12.[ClH:17]. Reported procedure: A mixture of 7-nitro-9H-indeno[2,1-b]pyridine (3.25 g), 10% palladium on carbon (0.35 g), and methanol (50 mL) is shaken under hydrogen atmosphere (3 bar) at room temperature for 22 h. PtO2 (0.50 g) and 4 M aqueous hydrochloric acid (3.2 mL) are then added and shaking is continued under hydrogen atmosphere (1 bar) at room temperature for another 22 h. The catalysts are separated by filtration and the filtrate is concentrated to give the crude title compound as its hydrochloric acid salt that is ...